From a dataset of the Open Reaction Database (ORD), a public repository of structured organic reaction records. describe an organic reaction: reactants, conditions, products, and yield Starting materials: [Cl-].[NH4+] (ammonium chloride), C[Si](C)(C)[N-][Si](C)(C)C.[Li+] (Lithium bis(trimethylsilyl)amide), BrC1=CC=C(C=C1)CC(=O)OCC1=CC=CC=C1 (benzyl (4-bromophenyl)acetate), C(C)(C)(C)OC(CBr)=O (t-butylbromoacteate). Run in C1CCOC1 (THF). Reaction conditions: time 30 minute. The product is BrC1=CC=C(C=C1)C(C(=O)OCC1=CC=CC=C1)CC(=O)OC(C)(C)C (1-Benzyl 4-tert-butyl 2-(4-bromophenyl)succinate). Isolated yield 81.7%. RXN SMILES: C[Si]([N-][Si](C)(C)C)(C)C.[Li+].[Br:11][C:12]1[CH:17]=[CH:16][C:15]([CH2:18][C:19]([O:21][CH2:22][C:23]2[CH:28]=[CH:27][CH:26]=[CH:25][CH:24]=2)=[O:20])=[CH:14][CH:13]=1.[C:29]([O:33][C:34](=[O:37])[CH2:35]Br)([CH3:32])([CH3:31])[CH3:30].[Cl-].[NH4+]>C1COCC1>[Br:11][C:12]1[CH:13]=[CH:14][C:15]([CH:18]([CH2:35][C:34]([O:33][C:29]([CH3:32])([CH3:31])[CH3:30])=[O:37])[C:19]([O:21][CH2:22][C:23]2[CH:24]=[CH:25][CH:26]=[CH:27][CH:28]=2)=[O:20])=[CH:16][CH:17]=1 |f:0.1,4.5|. Reported procedure: Lithium bis(trimethylsilyl)amide (1.06 M in THF; 20.6 mL, 21.9 mmol) was added dropwise over 10 min to a stirred solution of benzyl (4-bromophenyl)acetate (6.07 g, 19.9 mmol) in THF (60 mL) at −78° C. under nitrogen. On completion of addition stirring was continued at −78° C. for 30 min then t-butylbromoacteate (4.65 g, 3.52 mL, 23.9 mmol) was added dropwise over 5 min. The reaction was allowed to warm slowly to room temperature over 4 h then saturated ammonium chloride solution (50 mL) was adde... The reactants are [BH4-], Cl, [Li+], CCOC(=O)c1ncn2c1C1CCCN1C(=O)c1ccccc1-2, C1CCOC1. Product: O=C1c2ccccc2-n2cnc(CO)c2C2CCCN12. As a reaction SMILES: [BH4-:24].[ClH:26].[Li+:25].[O:1]=[C:2]1[N:3]2[CH:4]([c:5]3[n:6]([cH:13][n:14][c:15]3[C:16](=[O:17])[O:18][CH2:19][CH3:20])-[c:7]3[c:8]1[cH:9][cH:10][cH:11][cH:12]3)[CH2:21][CH2:22][CH2:23]2.[O:27]1[CH2:28][CH2:29][CH2:30][CH2:31]1>>[O:1]=[C:2]1[N:3]2[CH:4]([c:5]3[n:6]([cH:13][n:14][c:15]3[CH2:16][OH:17])-[c:7]3[c:8]1[cH:9][cH:10][cH:11][cH:12]3)[CH2:21][CH2:22][CH2:23]2. The reactants are O=C([O-])O, CCOC(C)=O, O=C1CCC(=O)N1Cl, [K+], C=Cc1ccccc1[N+](=O)[O-], O, CC(C)(C)OC(=O)N1CCC(c2nc(C=NO)cs2)CC1. Yields the product CC(C)(C)OC(=O)N1CCC(c2nc(C3=NOC(c4ccccc4[N+](=O)[O-])C3)cs2)CC1. Reaction SMILES: [C:33](=[O:34])([O-:35])[OH:36].[CH3:46][CH2:47][O:48][C:49](=[O:50])[CH3:51].[Cl:38][N:39]1[C:40](=[O:41])[CH2:42][CH2:43][C:44]1=[O:45].[K+:37].[N+:22](=[O:23])([O-:24])[c:25]1[c:26]([CH:31]=[CH2:32])[cH:27][cH:28][cH:29][cH:30]1.[OH2:52].[OH:1][N:2]=[CH:3][c:4]1[n:5][c:6]([CH:9]2[CH2:10][CH2:11][N:12]([C:15](=[O:16])[O:17][C:18]([CH3:19])([CH3:20])[CH3:21])[CH2:13][CH2:14]2)[s:7][cH:8]1>>[O:1]1[N:2]=[C:3]([c:4]2[n:5][c:6]([CH:9]3[CH2:10][CH2:11][N:12]([C:15](=[O:16])[O:17][C:18]([CH3:19])([CH3:20])[CH3:21])[CH2:13][CH2:14]3)[s:7][cH:8]2)[CH2:32][CH:31]1[c:26]1[c:25]([N+:22](=[O:23])[O-:24])[cH:30][cH:29][cH:28][cH:27]1. The reactants are C(C1=CC=CC=C1)O[C@@H](C)C(CCC1=CC=CC=C1)N1C=NC(=C1)C(=O)N (1-[(2S)-2-benzyloxy-5-phenyl-3-pentyl]imidazole-4-carboxamide). The reagents and catalysts are [OH-].[OH-].[Pd+2] (palladium hydroxide on carbon). Run in C1=CCCCC1 (cyclohexene), C(C)O (ethanol). Yields the product O[C@@H](C)C(CCC1=CC=CC=C1)N1C=NC(=C1)C(=O)N (1-[(2S)-2-hydroxy-5-phenyl-3-pentyl]imidazole-4-carboxamide). Isolated yield 85.9%. As a reaction SMILES: C([O:8][C@H:9]([CH:11]([N:20]1[CH:24]=[C:23]([C:25]([NH2:27])=[O:26])[N:22]=[CH:21]1)[CH2:12][CH2:13][C:14]1[CH:19]=[CH:18][CH:17]=[CH:16][CH:15]=1)[CH3:10])C1C=CC=CC=1>C1CCCCC=1.C(O)C.[OH-].[OH-].[Pd+2]>[OH:8][C@H:9]([CH:11]([N:20]1[CH:24]=[C:23]([C:25]([NH2:27])=[O:26])[N:22]=[CH:21]1)[CH2:12][CH2:13][C:14]1[CH:19]=[CH:18][CH:17]=[CH:16][CH:15]=1)[CH3:10] |f:3.4.5|. Procedure details: Twenty percent palladium hydroxide on carbon (30 mg) was added to a stirred solution of 1-[(2S)-2-benzyloxy-5-phenyl-3-pentyl]imidazole-4-carboxamide (obtained in Example 3(1))(107 mg) in cyclohexene (5 ml) and ethanol (12.5 ml). The resulting mixture was stirred at reflux temperature for 12 hours. After cooling to room temperature, the mixture was filtered through Celite, and the insoluble material on the filter was washed with ethanol. The filtrate and washing were combined and then concentrat... The reactants are C=CC(=O)O, N#Cc1c(F)c(F)c(O)c(F)c1F, ClC(Cl)(Cl)Cl, [Cl-]. Product: C=CC(=O)Oc1c(F)c(F)c(C#N)c(F)c1F. As a reaction SMILES: [C:15]([CH:16]=[CH2:17])(=[O:18])[OH:19].[C:1](#[N:2])[c:3]1[c:4]([F:13])[c:5]([F:12])[c:6]([OH:11])[c:7]([F:10])[c:8]1[F:9].[C:20]([Cl:21])([Cl:22])([Cl:23])[Cl:24].[Cl-:14]>>[C:1](#[N:2])[c:3]1[c:4]([F:13])[c:5]([F:12])[c:6]([O:11][C:15]([CH:16]=[CH2:17])=[O:18])[c:7]([F:10])[c:8]1[F:9]. The reactants are IC1=CC2=C(CCN3C(C2=CCCN(C)C)=CC=C3)C=C1 (9-iodo-11-(3-dimethylaminopropylidene)-6,11-dihydro-5H-pyrrolo[2,1-b][3]benzazepine), Cl (hydrochloric acid), CN(C=O)C (dimethylformamide), cuprous cyanide, ferric chloride hydrate. Reaction conditions: time 30 minute. Yields the product C(#N)C1=CC2=C(CCN3C(C2=CCCN(C)C)=CC=C3)C=C1 (9-cyano-11-(3-dimethylaminopropylidene)-6,11-dihydro-5H-pyrrolo[2,1-b][3]benzazepine). RXN SMILES: I[C:2]1[CH:21]=[CH:20][C:5]2[CH2:6][CH2:7][N:8]3[CH:19]=[CH:18][CH:17]=[C:9]3[C:10](=[CH:11][CH2:12][CH2:13][N:14]([CH3:16])[CH3:15])[C:4]=2[CH:3]=1.Cl.[CH3:23][N:24](C)C=O>>[C:23]([C:2]1[CH:21]=[CH:20][C:5]2[CH2:6][CH2:7][N:8]3[CH:19]=[CH:18][CH:17]=[C:9]3[C:10](=[CH:11][CH2:12][CH2:13][N:14]([CH3:16])[CH3:15])[C:4]=2[CH:3]=1)#[N:24]. Procedure details: A stirred mixture of 1 gm. of 9-iodo-11-(3-dimethylaminopropylidene)-6,11-dihydro-5H-pyrrolo[2,1-b][3]benzazepine, 1 gm. of cuprous cyanide, and 5 ml. of dimethylformamide is heated to reflux for 5 hr. The mixture is then poured into a solution of 4 gm. of ferric chloride hydrate in 25 ml. of 2 N hydrochloric acid. After stirring the resulting mixture at 60° for 30 min., it is extracted with 3 × 50 ml. of ethyl acetate. The aqueous acidic solution is then basified with sodium hydroxide and extra... The reactants are C(C)OC(CCCOC1=C(C(=CC=C1)CCCCCCOC1=CC(=CC(=C1)C1=NC=NC=C1)S(=O)(=O)C)CCC(=O)OCC)=O (4-{2-(2-ethoxycarbonyl-ethyl)-3-[6-(3-methanesulfonyl-5-pyrimidin-4-yl-phenoxy)-hexyl]-phenoxy}-butyric acid ethyl ester), [OH-].[Na+] (NaOH). Yields the product C(=O)(O)CCC1=C(OCCCC(=O)O)C=CC=C1CCCCCCOC1=CC(=CC(=C1)C1=NC=NC=C1)S(=O)(=O)C (4-{2-(2-Carboxy-ethyl)-3-[6-(3-methanesulfonyl-5-pyrimidin-4-yl-phenoxy)-hexyl]-phenoxy}-butyric Acid). Reaction SMILES: C([O:3][C:4](=[O:45])[CH2:5][CH2:6][CH2:7][O:8][C:9]1[CH:14]=[CH:13][CH:12]=[C:11]([CH2:15][CH2:16][CH2:17][CH2:18][CH2:19][CH2:20][O:21][C:22]2[CH:27]=[C:26]([C:28]3[CH:33]=[CH:32][N:31]=[CH:30][N:29]=3)[CH:25]=[C:24]([S:34]([CH3:37])(=[O:36])=[O:35])[CH:23]=2)[C:10]=1[CH2:38][CH2:39][C:40]([O:42]CC)=[O:41])C.[OH-].[Na+]>>[C:40]([CH2:39][CH2:38][C:10]1[C:11]([CH2:15][CH2:16][CH2:17][CH2:18][CH2:19][CH2:20][O:21][C:22]2[CH:27]=[C:26]([C:28]3[CH:33]=[CH:32][N:31]=[CH:30][N:29]=3)[CH:25]=[C:24]([S:34]([CH3:37])(=[O:36])=[O:35])[CH:23]=2)=[CH:12][CH:13]=[CH:14][C:9]=1[O:8][CH2:7][CH2:6][CH2:5][C:4]([OH:45])=[O:3])([OH:42])=[O:41] |f:1.2|. Procedure: Title compound was prepared according to a similar procedure described in Example 21, step 2 by reaction of 4-{2-(2-ethoxycarbonyl-ethyl)-3-[6-(3-methanesulfonyl-5-pyrimidin-4-yl-phenoxy)-hexyl]-phenoxy}-butyric acid ethyl ester (164 mg) with 3 N NaOH (1 mL). Preparative HPLC provided the title compound. LC/MS indicated a purity of 84% as measured by UV 214 nM. HR-ES(+): calculated for C30H37N2O8S (M+H)1+ 582.2265, found 585.2267. The reactants are NC=1C=C(C(=O)OC)C=CN1 (methyl 2-amino-isonicotinate), C(C)(=O)SCC(C(=O)O)CC1=CC=CC=C1 (2-acetylthiomethyl-3-phenyl-propionic acid), C(C)(=O)SCC(C(=O)O)CC1=CC=CC=C1 (2-acetylthiomethyl-3-phenyl-propionic acid), NC1=C(C(=O)OC)C=CC=N1 (methyl 2-amino-nicotinate). The solvent is N1=CC=CC=C1 (pyridine). Yields the product C(C)(=O)SCC(C(=O)NC=1C=C(C(=O)OC)C=CN1)CC1=CC=CC=C1 (methyl 2-(2-acetylthiomethyl-3-phenyl-propionamido)-isonicotinate). Reaction SMILES: [NH2:1][C:2]1[CH:3]=[C:4]([CH:9]=[CH:10][N:11]=1)[C:5]([O:7][CH3:8])=[O:6].[C:12]([S:15][CH2:16][CH:17]([CH2:21][C:22]1[CH:27]=[CH:26][CH:25]=[CH:24][CH:23]=1)[C:18](O)=[O:19])(=[O:14])[CH3:13].NC1N=CC=CC=1C(OC)=O>N1C=CC=CC=1>[C:12]([S:15][CH2:16][CH:17]([CH2:21][C:22]1[CH:23]=[CH:24][CH:25]=[CH:26][CH:27]=1)[C:18]([NH:1][C:2]1[CH:3]=[C:4]([CH:9]=[CH:10][N:11]=1)[C:5]([O:7][CH3:8])=[O:6])=[O:19])(=[O:14])[CH3:13]. Procedure: Following the procedure of Example 1, but substituting an equivalent amount of methyl 2-amino-isonicotinate and 2-acetylthiomethyl-3-phenyl-propionic acid respectively for methyl 2-amino-nicotinate and 2-acetylthiomethyl-3-phenyl-propionic acid, using pyridine as reaction solvent, maintaining the reaction mixture at 50°-60° C. for five hours and purifying by chromatography on silica gel column (eluent, petroleum ether/ether 7:3), methyl 2-(2-acetylthiomethyl-3-phenyl-propionamido)-isonicotinate ... The reactants are COC(CCCCCOC1=CC=C(C=C1)[N+](=O)[O-])=O (6-(4-nitrophenoxy)-hexanoic acid methyl ester), Cl (hydrochloride). The product is [N+](=O)([O-])C1=CC=C(OCCCCCC(=O)O)C=C1 (6-(4-nitrophenoxy)-hexanoic acid). Isolated yield 80.2%. Reaction SMILES: C[O:2][C:3](=[O:19])[CH2:4][CH2:5][CH2:6][CH2:7][CH2:8][O:9][C:10]1[CH:15]=[CH:14][C:13]([N+:16]([O-:18])=[O:17])=[CH:12][CH:11]=1.Cl>>[N+:16]([C:13]1[CH:12]=[CH:11][C:10]([O:9][CH2:8][CH2:7][CH2:6][CH2:5][CH2:4][C:3]([OH:19])=[O:2])=[CH:15][CH:14]=1)([O-:18])=[O:17]. Procedure: A mixture of 6-(4-nitrophenoxy)-hexanoic acid methyl ester (125 g) and concentrated hydrochloride acid (1.2 L) was refluxed for 16 hours. The reaction mixture cooled was to room temperature, filtered, dried and recrystallised from a mixture of ethyl acetate and hexane (1:6) to obtain pure 6-(4-nitrophenoxy)-hexanoic acid (95 g) as a white powder with a melting point of 104-107° C. The product was characterized by 1H NMR (CDCl3) δ 1.60 (m, 2H, CH2), 1.76 (m, 2H, CH2), 1.90 (m, 2H, CH2), 2.42 (t, ...